Dataset: the Open Reaction Database (ORD), a public repository of structured organic reaction records. Task: describe an organic reaction: reactants, conditions, products, and yield Reactants: ClC=1C(=C(CBr)C=CC1)F (3-chloro-2-fluorobenzyl bromide), [Zn] (zinc), BrCCBr (1,2-dibromoethane), C[Si](C)(C)Cl (trimethylsilyl chloride). Solvent: O1CCCC1 (tetrahydrofuran), O1CCCC1 (tetrahydrofuran). Yields the product [Br-].ClC=1C(=C(C[Zn+])C=CC1)F (3-chloro-2-fluorobenzylzinc bromide). RXN SMILES: [Zn:1].[Br:2]CCBr.C[Si](Cl)(C)C.[Cl:11][C:12]1[C:13]([F:20])=[C:14]([CH:17]=[CH:18][CH:19]=1)[CH2:15]Br>O1CCCC1>[Br-:2].[Cl:11][C:12]1[C:13]([F:20])=[C:14]([CH:17]=[CH:18][CH:19]=1)[CH2:15][Zn+:1] |f:5.6|. Procedure details: Under an argon stream, zinc powder (113.02 g, 1.73 mol) was suspended in tetrahydrofuran (350 ml), and 1,2-dibromoethane (1.207 ml, 14.00 mmol) and trimethylsilyl chloride (8.88 ml, 70.00 mmol) were added at 60° C. The mixture was stirred with heating at 30 min. A solution of 3-chloro-2-fluorobenzyl bromide (406.73 g, 1.82 mol) in tetrahydrofuran (700 ml) was added dropwise at 60° C. The mixture was stirred with heating for 1 hr to give a solution of 3-chloro-2-fluorobenzylzinc bromide. Run at time 8 hour. Solvent: C1(=CC=CC=C1)C (toluene). The product is COC1=C2C=C(NC2=CC=C1OC)C(=O)OCC (Ethyl 4,5-dimethoxyindole-2-carboxylate). As a reaction SMILES: [N:1]([C:4](=[CH:10][C:11]1[CH:16]=[CH:15][CH:14]=[C:13]([O:17][CH3:18])[C:12]=1[O:19][CH3:20])[C:5]([O:7][CH2:8][CH3:9])=[O:6])=[N+]=[N-]>C1(C)C=CC=CC=1>[CH3:20][O:19][C:12]1[C:13]([O:17][CH3:18])=[CH:14][CH:15]=[C:16]2[C:11]=1[CH:10]=[C:4]([C:5]([O:7][CH2:8][CH3:9])=[O:6])[NH:1]2. Starting materials: N(=[N+]=[N-])C(C(=O)OCC)=CC1=C(C(=CC=C1)OC)OC (Ethyl 2-azido-3-(2,3-dimethoxyphenyl)propeneoate). Procedure: Ethyl 2-azido-3-(2,3-dimethoxyphenyl)propeneoate (4.0 g, 144 mmol) was suspended in toluene (120 ml) and the mixture was refluxed for three hours and then cooled and stirred at room temperature overnight. The solids were collected by filtration in order to give the product in the form of a yellow solid. Reactants: C(#N)C=1C=C(C2=C(N=C(O2)C2=CC=C(C(=O)O)C=C2)C1)C(C)C (4-(5-cyano-7-isopropyl-1,3-benzoxazol-2-yl)benzoic acid), C(#N)C=1C=C(C2=C(N=C(O2)C2=CC=C(C(=O)O)C=C2)C1)C(C)C (4-(5-cyano-7-isopropyl-1,3-benzoxazol-2-yl)benzoic acid), NCC1CN(CC1)C(=O)OC(C)(C)C (tert-butyl 3-(aminomethyl)pyrrolidine-1-carboxylate). Product: C(#N)C=1C=C(C2=C(N=C(O2)C2=CC=C(C(=O)NCC3CN(CC3)C(=O)OC(C)(C)C)C=C2)C1)C(C)C (tert-Butyl 3-({[4-(5-cyano-7-isopropyl-1,3-benzoxazol-2-yl)benzoyl]amino}methyl)pyrrolidine-1-carboxylate). Reaction SMILES: [C:1]([C:3]1[CH:4]=[C:5]([CH:21]([CH3:23])[CH3:22])[C:6]2[O:10][C:9]([C:11]3[CH:19]=[CH:18][C:14]([C:15](O)=[O:16])=[CH:13][CH:12]=3)=[N:8][C:7]=2[CH:20]=1)#[N:2].[NH2:24][CH2:25][CH:26]1[CH2:30][CH2:29][N:28]([C:31]([O:33][C:34]([CH3:37])([CH3:36])[CH3:35])=[O:32])[CH2:27]1>>[C:1]([C:3]1[CH:4]=[C:5]([CH:21]([CH3:23])[CH3:22])[C:6]2[O:10][C:9]([C:11]3[CH:19]=[CH:18][C:14]([C:15]([NH:24][CH2:25][CH:26]4[CH2:30][CH2:29][N:28]([C:31]([O:33][C:34]([CH3:37])([CH3:36])[CH3:35])=[O:32])[CH2:27]4)=[O:16])=[CH:13][CH:12]=3)=[N:8][C:7]=2[CH:20]=1)#[N:2]. Reported procedure: The title compound was prepared from 4-(5-cyano-7-isopropyl-1,3-benzoxazol-2-yl)benzoic acid (INTERMEDIATE 36) and tert-butyl 3-(aminomethyl)pyrrolidine-1-carboxylate by a procedure analogous to that described in EXAMPLE 1. Mass spectrum (ESI) 489.3 (M+1). Reactants: Cc1ccc(C)n1-c1cc(C(F)(F)F)c(Br)nc1C(=O)O, C1CCNC1, C1CCOC1. Product: Cc1ccc(C)n1-c1cc(C(F)(F)F)c(N2CCCC2)nc1C(=O)O. Reaction SMILES: [Br:1][c:2]1[c:3]([C:18]([F:19])([F:20])[F:21])[cH:4][c:5](-[n:11]2[c:12]([CH3:17])[cH:13][cH:14][c:15]2[CH3:16])[c:6]([C:8](=[O:9])[OH:10])[n:7]1.[CH2:22]1[CH2:23][CH2:24][NH:25][CH2:26]1.[CH2:27]1[O:28][CH2:29][CH2:30][CH2:31]1>>[c:2]1([N:25]2[CH2:24][CH2:23][CH2:22][CH2:26]2)[c:3]([C:18]([F:19])([F:20])[F:21])[cH:4][c:5](-[n:11]2[c:12]([CH3:17])[cH:13][cH:14][c:15]2[CH3:16])[c:6]([C:8](=[O:9])[OH:10])[n:7]1.